From a dataset of the Open Reaction Database (ORD), a public repository of structured organic reaction records. describe an organic reaction: reactants, conditions, products, and yield The reactants are [Br-], [Br-], [Br-], CCCC[N+](CCCC)(CCCC)CCCC, CCCC[N+](CCCC)(CCCC)CCCC, CCCC[N+](CCCC)(CCCC)CCCC, COC(=O)c1cc(N)ccc1Cl, CO, ClCCl, [Na+], [Na+], O=S([O-])([O-])=S. The product is COC(=O)c1c(Cl)ccc(N)c1Br. Reaction SMILES: [Br-:13].[Br-:14].[Br-:15].[CH2:16]([N+:17]([CH2:18][CH2:19][CH2:20][CH3:21])([CH2:22][CH2:23][CH2:24][CH3:25])[CH2:26][CH2:27][CH2:28][CH3:29])[CH2:30][CH2:31][CH3:32].[CH2:33]([N+:34]([CH2:35][CH2:36][CH2:37][CH3:38])([CH2:39][CH2:40][CH2:41][CH3:42])[CH2:43][CH2:44][CH2:45][CH3:46])[CH2:47][CH2:48][CH3:49].[CH2:50]([N+:51]([CH2:52][CH2:53][CH2:54][CH3:55])([CH2:56][CH2:57][CH2:58][CH3:59])[CH2:60][CH2:61][CH2:62][CH3:63])[CH2:64][CH2:65][CH3:66].[CH3:1][O:2][C:3]([c:4]1[c:5]([Cl:11])[cH:6][cH:7][c:8]([NH2:10])[cH:9]1)=[O:12].[CH3:77][OH:78].[Cl:74][CH2:75][Cl:76].[Na+:72].[Na+:73].[S:67]([O-:68])([O-:69])(=[O:70])=[S:71]>>[CH3:1][O:2][C:3]([c:4]1[c:5]([Cl:11])[cH:6][cH:7][c:8]([NH2:10])[c:9]1[Br:13])=[O:12]. As a reaction SMILES: C[C:2]1[C:3]([C:16]2([CH2:19]/[CH:20]=[CH:21]/[C:22](/[CH3:27])=[CH:23]/[C:24]([OH:26])=[O:25])[CH2:18][CH2:17]2)=[CH:4][C:5]2[C:6]([CH3:15])([CH3:14])[CH2:7][CH2:8][C:9]([CH3:13])([CH3:12])[C:10]=2[CH:11]=1.CC1(C)CCC(C)(C)C2C=C(C3(C/C=C/C(/C)=C/C(O)=O)CC3)C(OC)=CC1=2.CC1(C)CCC(C)(C)C2C=C(C3(C/C=C/C(/C)=C/C(O)=O)CC3)C(OCC)=CC1=2.C(C1C=C(C2(C/C=C/C(/C)=C/C(O)=O)CC2)C=C(C(C)(C)C)C=1)(C)(C)C.C(C1C=C(C2(C/C=C/C(/C)=C/C(O)=O)CC2)C=CC=1CC)C.C(C1C=C2C(CCC2(C)C)=C(C2(C/C=C/C(/C)=C/C(O)=O)CC2)C=1)(C)(C)C.CC1(C)CCC(C)(C)C2C=C(C3(C/C=C/C(/C)=C/C(O)=O)CCCC3)C=CC1=2>>[CH3:12][C:9]1([CH3:13])[CH2:8][CH2:7][C:6]([CH3:14])([CH3:15])[C:5]2[CH:4]=[C:3]([C:16]3([CH2:19]/[CH:20]=[CH:21]/[C:22](/[CH3:27])=[CH:23]/[C:24]([OH:26])=[O:25])[CH2:17][CH2:18]3)[CH:2]=[CH:11][C:10]1=2. Reactants: CC1(C=2C=CC(=CC2C(CC1)(C)C)C1(CCCC1)C/C=C/C(=C/C(=O)O)/C)C ((2E, 4E)-6-[(5,5,8,8-tetramethyl-5,6, 7,8-tetrahydronaphthalen-2-yl) cyclopentane-1-yl]-3-methyl hexadienoic acid), CC=1C(=CC=2C(CCC(C2C1)(C)C)(C)C)C1(CC1)C/C=C/C(=C/C(=O)O)/C ((2E, 4E)-6-[(3,5,5,8,8-pentamethyl-5,6,7,8-tetrahydronaphthalen-2-yl) cyclopropan-1-yl]-3-methyl hexadienoic acid), C(C)C=1C=C(C=CC1CC)C1(CC1)C/C=C/C(=C/C(=O)O)/C ((2E, 4E)-6-[(3,4-diethyl phenyl) cyclopropan-1-yl]-3-methyl hexadienoic acid), CC1(C=2C=C(C(=CC2C(CC1)(C)C)C1(CC1)C/C=C/C(=C/C(=O)O)/C)OC)C ((2E, 4E)-6-[(5,5,8,8-tetramethyl-3-methoxy-5,6, 7,8-tetrahydronaphthalen-2-yl) cyclopropan-1-yl]-3-methyl hexadienoic acid), C(C)(C)(C)C1=CC(=C2CCC(C2=C1)(C)C)C1(CC1)C/C=C/C(=C/C(=O)O)/C ((2E, 4E)-6-[1-(6-t-butyl-1,1-dimethyl-indan-4-yl)-cyclopropyl]-3-methyl hexadienoic acid), CC1(C=2C=C(C(=CC2C(CC1)(C)C)C1(CC1)C/C=C/C(=C/C(=O)O)/C)OCC)C ((2E, 4E)-6-[(5,5,8,8-tetramethyl-3-ethoxy-5,6, 7,8-tetrahydronaphthalen-2-yl) cyclopropan-1-yl]-3-methyl hexadienoic acid), CC1(C=2C=CC(=CC2C(CC1)(C)C)C1(CCCC1)C/C=C/C(=C/C(=O)O)/C)C ((2E, 4E)-6-[(5,5,8,8-tetramethyl-5,6, 7,8-tetrahydronaphthalen-2-yl) cyclopentane-1-yl]-3-methyl hexadienoic acid), C(C)(C)(C)C=1C=C(C=C(C1)C(C)(C)C)C1(CC1)C/C=C/C(=C/C(=O)O)/C ((2E, 4E)-6-[(3,5-di-t-butyl phenyl) cyclopropan-1-yl]-3-methyl hexadienoic acid), C(C)(C)(C)C1=CC(=C2CCC(C2=C1)(C)C)C1(CC1)C/C=C/C(=C/C(=O)O)/C ((2E, 4E)-6-[1-(6-t-butyl-1,1-dimethyl-indan-4-yl)-cyclopropyl]-3-methyl hexadienoic acid), C(C)C=1C=C(C=CC1CC)C1(CC1)C/C=C/C(=C/C(=O)O)/C ((2E, 4E)-6-[(3,4-diethyl phenyl) cyclopropan-1-yl]-3-methyl hexadienoic acid), C(C)(C)(C)C=1C=C(C=C(C1)C(C)(C)C)C1(CC1)C/C=C/C(=C/C(=O)O)/C ((2E, 4E)-6-[(3,5-di-t-butyl phenyl) cyclopropan-1-yl]-3-methyl hexadienoic acid), CC=1C(=CC=2C(CCC(C2C1)(C)C)(C)C)C1(CC1)C/C=C/C(=C/C(=O)O)/C ((2E, 4E)-6-[(3,5,5,8,8-pentamethyl-5,6,7,8-tetrahydronaphthalen-2-yl) cyclopropan-1-yl]-3-methyl hexadienoic acid), CC1(C=2C=C(C(=CC2C(CC1)(C)C)C1(CC1)C/C=C/C(=C/C(=O)O)/C)OC)C ((2E, 4E)-6-[(5,5,8,8-tetramethyl-3-methoxy-5,6, 7,8-tetrahydronaphthalen-2-yl) cyclopropan-1-yl]-3-methyl hexadienoic acid), CC1(C=2C=C(C(=CC2C(CC1)(C)C)C1(CC1)C/C=C/C(=C/C(=O)O)/C)OCC)C ((2E, 4E)-6-[(5,5,8,8-tetramethyl-3-ethoxy-5,6, 7,8-tetrahydronaphthalen-2-yl) cyclopropan-1-yl]-3-methyl hexadienoic acid). Procedure: (2E, 4E)-6-[(3,5,5,8,8-pentamethyl-5,6,7,8-tetrahydronaphthalen-2-yl) cyclopropan-1-yl]-3-methyl hexadienoic acid (Compound 102); (2E, 4E)-6-[(5,5,8,8-tetramethyl-3-methoxy-5,6, 7,8-tetrahydronaphthalen-2-yl) cyclopropan-1-yl]-3-methyl hexadienoic acid (Compound 103); (2E, 4E)-6-[(5,5,8,8-tetramethyl-3-ethoxy-5,6, 7,8-tetrahydronaphthalen-2-yl) cyclopropan-1-yl]-3-methyl hexadienoic acid (Compound 104); (2E, 4E)-6-[(3,5-di-t-butyl phenyl) cyclopropan-1-yl]-3-methyl hexadienoic acid (Compound 105... The product is CC1(C=2C=CC(=CC2C(CC1)(C)C)C1(CC1)C/C=C/C(=C/C(=O)O)/C)C ((2E, 4E)-6-[1-(5,5,8,8-tetramethyl-5,6, 7,8-tetrahydronaphthalen-2-yl) cyclopropan-1-yl]-3-methyl hexadienoic acid).